From a dataset of the Open Reaction Database (ORD), a public repository of structured organic reaction records. describe an organic reaction: reactants, conditions, products, and yield Starting materials: C(Cl)Cl.CCCCCC (methylene chloride hexane), C(C1=CC=CC=C1)Br (benzyl bromide), C([O-])([O-])=O.[K+].[K+] (potassium carbonate), Cl.C(C)(=O)OCC (hydrochloric acid ethyl acetate). The solvent is C(C)#N (acetonitrile). Product: BrC1=CC=C(C=2CCCCC12)OCC1=CC=CC=C1 (4-Bromo-5,6,7.8-tetrahydro-1-benzyloxynaphthalene). Isolated yield 63.0%. As a reaction SMILES: [CH2:1]([Br:8])[C:2]1[CH:7]=[CH:6][CH:5]=[CH:4][CH:3]=1.C(=O)([O-])[O-].[K+].[K+].Cl.[C:16]([O:19][CH2:20][CH3:21])(=O)[CH3:17].[CH2:22](Cl)Cl.[CH3:25][CH2:26][CH2:27][CH2:28][CH2:29]C>C(#N)C>[Br:8][C:1]1[C:2]2[CH2:7][CH2:6][CH2:5][CH2:4][C:3]=2[C:16]([O:19][CH2:20][C:21]2[CH:29]=[CH:28][CH:27]=[CH:26][CH:25]=2)=[CH:17][CH:22]=1 |f:1.2.3,4.5,6.7|. Reported procedure: The above oil was dissolved in 100 mL acetonitrile, and treated with 3.57 mL (30 mmol) benzyl bromide and 5.53 g (40 mmol) potassium carbonate, then refluxed 14 hours. Thin layer chromatography (TLC) showed a major spot at Rf=0.3 in 10% methylene chloride/hexane (with benzyl bromide at Rf=0.4). The reaction was cooled, poured into dilute aqueous hydrochloric acid/ethyl acetate, and the organic layer separated, washed with water and brine, dried over sodium sulfate, and evaporated. The residue wa... Reactants: ClC1=CC(=NC2=CC=C(C=C12)C)N1CCS(C2=C(C1)C=CC=C2)(=O)=O (4-(4-chloro-6-methylquinolin-2-yl)-2,3,4,5-tetrahydro-1,4-benzothiazepine 1,1-dioxide), COCCN (2-methoxyethaneamine). Product: O=S1(CCN(CC2=C1C=CC=C2)C2=NC1=CC=C(C=C1C(=C2)NCCOC)C)=O (2-(1,1-Dioxido-2,3-dihydro-1,4-benzothiazepin-4(5H)-yl)-N-(2-methoxyethyl)-6-methylquinolin-4-amine). Reaction SMILES: Cl[C:2]1[C:11]2[C:6](=[CH:7][CH:8]=[C:9]([CH3:12])[CH:10]=2)[N:5]=[C:4]([N:13]2[CH2:19][C:18]3[CH:20]=[CH:21][CH:22]=[CH:23][C:17]=3[S:16](=[O:25])(=[O:24])[CH2:15][CH2:14]2)[CH:3]=1.[CH3:26][O:27][CH2:28][CH2:29][NH2:30]>>[O:24]=[S:16]1(=[O:25])[C:17]2[CH:23]=[CH:22][CH:21]=[CH:20][C:18]=2[CH2:19][N:13]([C:4]2[CH:3]=[C:2]([NH:30][CH2:29][CH2:28][O:27][CH3:26])[C:11]3[C:6](=[CH:7][CH:8]=[C:9]([CH3:12])[CH:10]=3)[N:5]=2)[CH2:14][CH2:15]1. Procedure details: The title compound was prepared in analogy to Example 9-1 in Scheme 5 by using 4-(4-chloro-6-methylquinolin-2-yl)-2,3,4,5-tetrahydro-1,4-benzothiazepine 1,1-dioxide (prepared in analogy to the one in Example 2-1) and 2-methoxyethaneamine. MS obsd. (ESI+) [(M+H)+] 412, 1H NMR (400 MHz, CD3OD) δ ppm 8.12-8.08 (d, J=7.6 Hz, 1 H), 7.90 (s, 1 H), 7.35-7.30 (d, J=7.6 Hz, 1 H), 7.26-7.13 (m, 2 H), 7.11-7.05 (m, 2 H), 6.06 (s, 1 H), 5.27 (s, 2 H), 4.50 (s, 2 H), 4.78-4.62 (m, 6 H), 3.35 (s, 3 H), 2.45 (... The reactants are O=C1N(CCNC1)C1CC=2C=CC(=CC2CC1)C#N (6-(2-Oxopiperazin-1-yl)-5,6,7,8-tetrahydronaphthalene-2-carbonitrile), BrCCC1=CC=C(C=C1)[N+](=O)[O-] (1-(2-Bromoethyl)-4-nitrobenzene), C(=O)([O-])[O-].[K+].[K+] (K2CO3), CN(C)C=O (DMF). The reagents and catalysts are [I-].C(CCC)[N+](CCCC)(CCCC)CCCC (Tetrabutylammonium Iodide). Reaction conditions: temperature 50 celsius. The product is C(#N)C1=CC=C(C=C1)CCN1CC(N(CC1)C1CC=2C=CC(=CC2CC1)C#N)=O (6-{4-[2-(4-Cyanophenyl)ethyl]-2-oxopiperazin-1-yl}-5,6,7,8-tetrahydronaphthalene-2-carbonitrile). As a reaction SMILES: [O:1]=[C:2]1[CH2:7][NH:6][CH2:5][CH2:4][N:3]1[CH:8]1[CH2:17][CH2:16][C:15]2[CH:14]=[C:13]([C:18]#[N:19])[CH:12]=[CH:11][C:10]=2[CH2:9]1.Br[CH2:21][CH2:22][C:23]1[CH:28]=[CH:27][C:26]([N+]([O-])=O)=[CH:25][CH:24]=1.C([O-])([O-])=O.[K+].[K+].[CH3:38][N:39](C=O)C>[I-].C([N+](CCCC)(CCCC)CCCC)CCC>[C:38]([C:26]1[CH:27]=[CH:28][C:23]([CH2:22][CH2:21][N:6]2[CH2:5][CH2:4][N:3]([CH:8]3[CH2:17][CH2:16][C:15]4[CH:14]=[C:13]([C:18]#[N:19])[CH:12]=[CH:11][C:10]=4[CH2:9]3)[C:2](=[O:1])[CH2:7]2)=[CH:24][CH:25]=1)#[N:39] |f:2.3.4,6.7|. Procedure: To a flask charged with 6-(2-Oxopiperazin-1-yl)-5,6,7,8-tetrahydronaphthalene-2-carbonitrile (30 mg, 0.12 mmol) and a stir bar was added 1-(2-Bromoethyl)-4-nitrobenzene (39 mg, 0.19 mmol), K2CO3 (69 mg, 0.50 mmol), Tetrabutylammonium Iodide (12 mg, 0.025 mmol), and DMF (1 mL). The mixture was heated to 50° C. for 16 hours. LC showed product formation. The desired product was purified by mass-directed reverse phase HPLC (AcCN-Water with 0.1% TFA). LC-MS (IE, m/z): 385 [M+1]+. RXN SMILES: C(OC([NH:8][CH:9]1[C:46](=[O:47])[N:11]2[C:12]([C:30]([O:32][CH:33]([C:40]3[CH:45]=[CH:44][CH:43]=[CH:42][CH:41]=3)[C:34]3[CH:39]=[CH:38][CH:37]=[CH:36][CH:35]=3)=[O:31])=[C:13]([C:16]3[C:19](=[O:20])[C:18](=[O:21])[C:17]=3[O:22][CH2:23][C:24]3[CH:29]=[CH:28][CH:27]=[CH:26][CH:25]=3)[CH2:14][S:15][C@H:10]12)=O)(C)(C)C.O.C1(C)C=CC(S(O)(=O)=O)=CC=1>C(#N)C>[NH2:8][CH:9]1[C:46](=[O:47])[N:11]2[C:12]([C:30]([O:32][CH:33]([C:40]3[CH:45]=[CH:44][CH:43]=[CH:42][CH:41]=3)[C:34]3[CH:35]=[CH:36][CH:37]=[CH:38][CH:39]=3)=[O:31])=[C:13]([C:16]3[C:19](=[O:20])[C:18](=[O:21])[C:17]=3[O:22][CH2:23][C:24]3[CH:25]=[CH:26][CH:27]=[CH:28][CH:29]=3)[CH2:14][S:15][C@H:10]12 |f:1.2|. Procedure: Diphenylmethyl 7-(t-butoxycarbonylamino)-3-(2-benzyloxy-3,4-dioxo-1-cyclobutenyl)-3-cephem-4-carboxylate was deprotected with a solution of pTSOH·H2O in acetonitrile as described in the preceding experiment to provide the title compound which was directly used in the next step. Starting materials: C(C)(C)(C)OC(=O)NC1[C@@H]2N(C(=C(CS2)C2=C(C(C2=O)=O)OCC2=CC=CC=C2)C(=O)OC(C2=CC=CC=C2)C2=CC=CC=C2)C1=O (Diphenylmethyl 7-(t-butoxycarbonylamino)-3-(2-benzyloxy-3,4-dioxo-1-cyclobutenyl)-3-cephem-4-carboxylate), O.C1(=CC=C(C=C1)S(=O)(=O)O)C (p-toluenesulfonic acid monohydrate). The product is NC1[C@@H]2N(C(=C(CS2)C2=C(C(C2=O)=O)OCC2=CC=CC=C2)C(=O)OC(C2=CC=CC=C2)C2=CC=CC=C2)C1=O (Diphenylmethyl 7-amino-3-(2-benzyloxy-3,4-dioxo-1-cyclobutenyl)-3-cephem-4-carboxylate). The solvent is C(C)#N (acetonitrile).